This data is from the Open Reaction Database (ORD), a public repository of structured organic reaction records. The task is: describe an organic reaction: reactants, conditions, products, and yield The reactants are OC1=CC(NC=C1)=O (4-hydroxy-2-pyridone), C(C1=CC=CC=C1)OC(=O)CCC(=O)O (3-benzyloxycarbonylpropionic acid), C1(CCCCC1)N=C=NC1CCCCC1 (N,N'-dicyclohexylcarbodiimide). Solvent: CN(C=O)C (dimethylformamide). The product is C(C1=CC=CC=C1)OC(=O)CCC(=O)OC1=CC(NC=C1)=O (4-(3-benzyloxycarbonylpropanoyloxy)-2-pyridone). Yield: 22.9%. RXN SMILES: [OH:1][C:2]1[CH:7]=[CH:6][NH:5][C:4](=[O:8])[CH:3]=1.[CH2:9]([O:16][C:17]([CH2:19][CH2:20][C:21](O)=[O:22])=[O:18])[C:10]1[CH:15]=[CH:14][CH:13]=[CH:12][CH:11]=1.C1(N=C=NC2CCCCC2)CCCCC1>CN(C)C=O>[CH2:9]([O:16][C:17]([CH2:19][CH2:20][C:21]([O:1][C:2]1[CH:7]=[CH:6][NH:5][C:4](=[O:8])[CH:3]=1)=[O:22])=[O:18])[C:10]1[CH:15]=[CH:14][CH:13]=[CH:12][CH:11]=1. Reported procedure: To a solution of 1.00 g of 4-hydroxy-2-pyridone and 2.00 g of 3-benzyloxycarbonylpropionic acid in 30 ml of dimethylformamide was added at room temperature 1.90 g of N,N'-dicyclohexylcarbodiimide with stirring and the mixture was stirred overnight. The crystals formed were filtered off and the filtrate was concentrated. The concentrate was dissolved in 50 ml of ethyl acetate and washed with 20 ml of water three times. The ethyl acetate layer was dried over anhydrous sodium sulfate and concentrat...